From a dataset of the Open Reaction Database (ORD), a public repository of structured organic reaction records. describe an organic reaction: reactants, conditions, products, and yield Reactants: O=C([O-])[O-], CC(C)=CCCl, [K+], [K+], C1CCOC1, O, O=Cc1ccc(O)cc1. The product is CC(C)=CCc1cc(C=O)ccc1O. RXN SMILES: [C:10](=[O:11])([O-:12])[O-:13].[Cl:21][CH2:22][CH:23]=[C:24]([CH3:25])[CH3:26].[K+:14].[K+:15].[O:16]1[CH2:17][CH2:18][CH2:19][CH2:20]1.[OH2:27].[OH:1][c:2]1[cH:3][cH:4][c:5]([CH:6]=[O:7])[cH:8][cH:9]1>>[OH:1][c:2]1[c:3]([CH2:22][CH:23]=[C:24]([CH3:25])[CH3:26])[cH:4][c:5]([CH:6]=[O:7])[cH:8][cH:9]1. Reactants: ClC=1C=C(C=CC1)C#CC=1CC2(CN(CC2)C(=O)N(C)OC)ON1 (7-[2-(3-Chlorophenyl)ethynyl]-N-methoxy-N-methyl-9-oxa-3,8-diazaspiro[4.4]non-7-ene-3-carboxamide), ClC=1C=C(C=CC1)C#CC1=NOC2(C1)CNCC2 (3-[(3-Chlorophenyl)ethynyl]-1-oxa-2,7-diazaspiro[4.4]non-2-ene). The product is ClC=1C=C(C=CC1)C#CC=1CC2(ON1)CCN(CC2)C(=O)N(C)OC (2-[2-(3-Chlorophenyl)ethynyl]-N-methoxy-N-methyl-4-oxa-3,8-diazaspiro[4.5]dec-2-ene-8-carboxamide). Yield: 74.0%. Reaction SMILES: [Cl:1][C:2]1[CH:3]=[C:4]([C:8]#[C:9][C:10]2[CH2:11][C:12]3([O:23][N:24]=2)[CH2:16][CH2:15][N:14]([C:17]([N:19]([O:21][CH3:22])[CH3:20])=[O:18])[CH2:13]3)[CH:5]=[CH:6][CH:7]=1.Cl[C:26]1C=C(C#CC2CC3(CCNC3)ON=2)C=CC=1>>[Cl:1][C:2]1[CH:3]=[C:4]([C:8]#[C:9][C:10]2[CH2:11][C:12]3([CH2:16][CH2:15][N:14]([C:17]([N:19]([O:21][CH3:22])[CH3:20])=[O:18])[CH2:13][CH2:26]3)[O:23][N:24]=2)[CH:5]=[CH:6][CH:7]=1. Procedure: The title compound was synthesized using the method described for the compound of Example 110, replacing Compound 22c for Compound 27d. After evaporation, the crude was purified by means of automated flash chromatography (Isolera®TM-Biotage; gradient petroleum ether-EtOAc 8:2 to 6:4) to afford a pale yellow oil. Yield: 74%. Procedure: 2.33 g of 4-formyl-7-hydroxyindole-2-carboxylic acid ethyl ester is combined with 1.8 ml of benzyl bromide, 1 g of potassium carbonate, and 100 ml of acetone and heated under reflux for 4 hours. The reaction mixture is then evaporated to dryness, combined with water, and extracted with ethyl acetate. The organic phase is washed twice with saturated sodium bicarbonate solution, dried over sodium sulfate, concentrated, and recrystallized from ethyl acetate/hexane, thus obtaining 1.8 g of 7-benzylo... As a reaction SMILES: [CH2:1]([O:3][C:4]([C:6]1[NH:7][C:8]2[C:13]([CH:14]=1)=[C:12]([CH:15]=[O:16])[CH:11]=[CH:10][C:9]=2[OH:17])=[O:5])[CH3:2].[CH2:18](Br)[C:19]1[CH:24]=[CH:23][CH:22]=[CH:21][CH:20]=1.C(=O)([O-])[O-].[K+].[K+]>CC(C)=O>[CH2:1]([O:3][C:4]([C:6]1[NH:7][C:8]2[C:13]([CH:14]=1)=[C:12]([CH:15]=[O:16])[CH:11]=[CH:10][C:9]=2[O:17][CH2:18][C:19]1[CH:24]=[CH:23][CH:22]=[CH:21][CH:20]=1)=[O:5])[CH3:2] |f:2.3.4|. The reactants are C(C)OC(=O)C=1NC2=C(C=CC(=C2C1)C=O)O (4-formyl-7-hydroxyindole-2-carboxylic acid ethyl ester), C(C1=CC=CC=C1)Br (benzyl bromide), C([O-])([O-])=O.[K+].[K+] (potassium carbonate). Solvent: CC(=O)C (acetone). Yields the product C(C)OC(=O)C=1NC2=C(C=CC(=C2C1)C=O)OCC1=CC=CC=C1 (7-benzyloxy-4-formylindole-2-carboxylic acid ethyl ester).